From a dataset of the Open Reaction Database (ORD), a public repository of structured organic reaction records. describe an organic reaction: reactants, conditions, products, and yield Reactants: C(#N)C1=CC=C(C=C1)N1C(OC(C1)COS(=O)(=O)C)=O (3-(4-cyanophenyl)-5-methanesulfonyloxymethyl-2-oxazolidinone), N1CCC(CC1)C(=O)OCC (ethyl piperidine-4-carboxylate), C([O-])([O-])=O.[K+].[K+] (potassium carbonate), [I-].[K+] (potassium iodide). Run in C(C)#N (acetonitrile). Reaction conditions: time 25 hour. Product: C(#N)C1=CC=C(C=C1)N1C(OC(C1)CN1CCC(CC1)C(=O)OCC)=O (ethyl 1-(3-(4-cyanophenyl)-2-oxo-5-oxazolidinylmethyl)piperidine-4-carboxylate). Reaction SMILES: [C:1]([C:3]1[CH:8]=[CH:7][C:6]([N:9]2[CH2:13][CH:12]([CH2:14]OS(C)(=O)=O)[O:11][C:10]2=[O:20])=[CH:5][CH:4]=1)#[N:2].[NH:21]1[CH2:26][CH2:25][CH:24]([C:27]([O:29][CH2:30][CH3:31])=[O:28])[CH2:23][CH2:22]1.C(=O)([O-])[O-].[K+].[K+].[I-].[K+]>C(#N)C>[C:1]([C:3]1[CH:4]=[CH:5][C:6]([N:9]2[CH2:13][CH:12]([CH2:14][N:21]3[CH2:26][CH2:25][CH:24]([C:27]([O:29][CH2:30][CH3:31])=[O:28])[CH2:23][CH2:22]3)[O:11][C:10]2=[O:20])=[CH:7][CH:8]=1)#[N:2] |f:2.3.4,5.6|. Procedure: A mixture of 2.96 g of 3-(4-cyanophenyl)-5-methanesulfonyloxymethyl-2-oxazolidinone (m.p. 162°-163°; obtainable by reacting 4-aminobenzonitrile with 2,3-epoxypropanol to give 4-(2,3-dihydroxypropylamino)benzonitrile (oily), reacting with diethyl carbonate/potassium tert-butylate at 110° to give 3-(4-cyanophenyl)-5-hydroxymemthyl-2-oxazolidinone (m.p. 130°-131°) and esterifying with methanesulfonyl chloride), 1.69 g of ethyl piperidine-4-carboxylate, 70 ml of acetonitrile, 1.38 g of potassium car... Reactants: C[O-], CO, O=C(NCC1(CC2CC2)CCC(S(=O)(=O)CC2CC2)CC1)c1ccc(C(F)(F)F)nc1Cl, [Na+], O. The product is COc1nc(C(F)(F)F)ccc1C(=O)NCC1(CC2CC2)CCC(S(=O)(=O)CC2CC2)CC1. RXN SMILES: [CH3:33][O-:34].[CH3:37][OH:38].[Cl:1][c:2]1[c:3]([C:4](=[O:5])[NH:6][CH2:7][C:8]2([CH2:21][CH:22]3[CH2:23][CH2:24]3)[CH2:9][CH2:10][CH:11]([S:14](=[O:15])(=[O:16])[CH2:17][CH:18]3[CH2:19][CH2:20]3)[CH2:12][CH2:13]2)[cH:25][cH:26][c:27]([C:29]([F:30])([F:31])[F:32])[n:28]1.[Na+:35].[OH2:36]>>[c:2]1([O:34][CH3:33])[c:3]([C:4](=[O:5])[NH:6][CH2:7][C:8]2([CH2:21][CH:22]3[CH2:23][CH2:24]3)[CH2:9][CH2:10][CH:11]([S:14](=[O:15])(=[O:16])[CH2:17][CH:18]3[CH2:19][CH2:20]3)[CH2:12][CH2:13]2)[cH:25][cH:26][c:27]([C:29]([F:30])([F:31])[F:32])[n:28]1. Starting materials: CN1CCC(O)C1, O=C(O)C(F)(F)F, O=C(Cl)C1(c2ccccc2)CCC1. Yields the product Cl, CN1CCC(OC(=O)C2(c3ccccc3)CCC2)C1. Reaction SMILES: [CH3:14][N:15]1[CH2:16][CH:17]([OH:20])[CH2:18][CH2:19]1.[F:21][C:22]([F:23])([F:24])[C:25]([OH:26])=[O:27].[c:1]1([C:7]2([C:11](=[O:12])[Cl:13])[CH2:8][CH2:9][CH2:10]2)[cH:2][cH:3][cH:4][cH:5][cH:6]1>>[ClH:13].[c:1]1([C:7]2([C:11](=[O:12])[O:20][CH:17]3[CH2:16][N:15]([CH3:14])[CH2:19][CH2:18]3)[CH2:8][CH2:9][CH2:10]2)[cH:2][cH:3][cH:4][cH:5][cH:6]1.